Dataset: the Open Reaction Database (ORD), a public repository of structured organic reaction records. Task: describe an organic reaction: reactants, conditions, products, and yield RXN SMILES: S(O)(O)(=O)=O.N[C:7]1[CH:16]=[C:15]([C:17]([F:20])([F:19])[F:18])[C:10]([NH:11][C:12](=[O:14])[CH3:13])=[C:9]([Br:21])[CH:8]=1.N(OCC)=O>[Cu].O>[Br:21][C:9]1[CH:8]=[CH:7][CH:16]=[C:15]([C:17]([F:18])([F:20])[F:19])[C:10]=1[NH:11][C:12](=[O:14])[CH3:13] |f:0.1|. The solvent is O (water). Reactants: S(=O)(=O)(O)O.NC1=CC(=C(NC(C)=O)C(=C1)C(F)(F)F)Br (4'-amino-2'-bromo-6'-trifluoromethylacetanilide sulfate), N(=O)OCC (ethyl nitrite). Procedure details: To a suspension of 4'-amino-2'-bromo-6'-trifluoromethylacetanilide sulfate is added two molar equivalents of ethyl nitrite. The reaction mixture is cooled (0°) and stirred for 2 hours then allowed to warm to 25° and a catalytic amount of copper bronze is added. The mixture is stirred for 3 hours with the temperature maintained below 40°. The mixture is then refluxed briefly and cooled. Addition of water gives 2'-bromo-6'-trifluoromethylacetanilide which is collected by filtration. Reagents/catalysts: [Cu] (copper bronze). Reaction conditions: time 2 hour. The product is BrC1=C(NC(C)=O)C(=CC=C1)C(F)(F)F (2'-bromo-6'-trifluoromethylacetanilide). Yields the product CC1=C2CCC(NC2=NC(=C1)OCCCCN1CCN(CC1)C1=CC=CC=2CCCCC12)=O (5-Methyl-7-{4-[4-(5,6,7,8-tetrahydro-naphthalen-1-yl)-piperazin-1-yl]-butoxy}-3,4-dihydro-1H-[1,8]naphthyridin-2-one). The reactants are CC1=CC(=NC=2NC(CCC12)=O)OCCCC=O (4-(4-methyl-7-oxo-5,6,7,8-tetrahydro-[1,8]naphthyridin-2-yloxy)-butyraldehyde), C1(=CC=CC=2CCCCC12)N1CCNCC1 (1-(5,6,7,8-tetrahydro-naphthalen-1-yl)-piperazine). Reported procedure: The title compound was prepared by reductive amination of 4-(4-methyl-7-oxo-5,6,7,8-tetrahydro-[1,8]naphthyridin-2-yloxy)-butyraldehyde with 1-(5,6,7,8-tetrahydro-naphthalen-1-yl)-piperazine according to the above procedure. MS: APCI: M+1: 450.0 (Exact Mass: 448.28). RXN SMILES: [CH3:1][C:2]1[C:11]2[CH2:10][CH2:9][C:8](=[O:12])[NH:7][C:6]=2[N:5]=[C:4]([O:13][CH2:14][CH2:15][CH2:16][CH:17]=O)[CH:3]=1.[C:19]1([N:29]2[CH2:34][CH2:33][NH:32][CH2:31][CH2:30]2)[C:28]2[CH2:27][CH2:26][CH2:25][CH2:24][C:23]=2[CH:22]=[CH:21][CH:20]=1>>[CH3:1][C:2]1[CH:3]=[C:4]([O:13][CH2:14][CH2:15][CH2:16][CH2:17][N:32]2[CH2:31][CH2:30][N:29]([C:19]3[C:28]4[CH2:27][CH2:26][CH2:25][CH2:24][C:23]=4[CH:22]=[CH:21][CH:20]=3)[CH2:34][CH2:33]2)[N:5]=[C:6]2[C:11]=1[CH2:10][CH2:9][C:8](=[O:12])[NH:7]2. Starting materials: N1(CCOCC1)C=1N=C(NC(C1)=O)CC(=O)[O-].[Na+] (sodium [4-(morpholin-4-yl)-6-oxo-1,6-dihydropyrimidin-2-yl]acetate), C1(=CC=CC=C1)NC=1C(=CC=CC1)N (N-phenylbenzene-1,2-diamine), Cl.CN(CCCN=C=NCC)C (N-[3-(dimethylamino)propyl]-N′-ethylcarbodiimide hydrochloride). Solvent: N1=CC=CC=C1 (pyridine), CN(C=O)C (dimethylformamide), C(C)(=O)O (acetic acid). Product: N1(CCOCC1)C1=CC(NC(=N1)CC1=NC2=C(N1C1=CC=CC=C1)C=CC=C2)=O (6-(morpholin-4-yl)-2-[(1-phenyl-1H-benzimidazol-2-yl)methyl]pyrimidin-4(3H)-one). Isolated yield 51.7%. As a reaction SMILES: [N:1]1([C:7]2[N:8]=[C:9]([CH2:14][C:15]([O-])=O)[NH:10][C:11](=[O:13])[CH:12]=2)[CH2:6][CH2:5][O:4][CH2:3][CH2:2]1.[Na+].[C:19]1([NH:25][C:26]2[C:27]([NH2:32])=[CH:28][CH:29]=[CH:30][CH:31]=2)[CH:24]=[CH:23][CH:22]=[CH:21][CH:20]=1.Cl.CN(C)CCCN=C=NCC>N1C=CC=CC=1.CN(C)C=O.C(O)(=O)C>[N:1]1([C:7]2[N:8]=[C:9]([CH2:14][C:15]3[N:25]([C:19]4[CH:24]=[CH:23][CH:22]=[CH:21][CH:20]=4)[C:26]4[CH:31]=[CH:30][CH:29]=[CH:28][C:27]=4[N:32]=3)[NH:10][C:11](=[O:13])[CH:12]=2)[CH2:2][CH2:3][O:4][CH2:5][CH2:6]1 |f:0.1,3.4|. Procedure details: The product is prepared according to the procedure described in Example 3, using 300 mg of sodium [4-(morpholin-4-yl)-6-oxo-1,6-dihydropyrimidin-2-yl]acetate, 423 mg of N-phenylbenzene-1,2-diamine and 330 mg of N-[3-(dimethylamino)propyl]-N′-ethylcarbodiimide hydrochloride in a mixture of 2.5 ml of pyridine and 2.5 ml of dimethylformamide and then in 5 ml of acetic acid. After purification by silica column chromatography, eluent: CH2Cl2/MeOH: 95/05, 230 mg of 6-(morpholin-4-yl)-2-[(1-phenyl-1H-b... Starting materials: BrC1=CC=C2C=CC(=NC2=C1)C#CC=1C=C(C=CC1)O (3-(2-(7-bromoquinolin-2-yl)-ethynyl)phenol), C([O-])([O-])=O.[K+].[K+] (potassium carbonate), ICCCC(=O)OCC (ethyl 4-iodo-butyrate). Run in C(C)C(=O)C (methyl ethyl ketone). The product is BrC1=CC=C2C=CC(=NC2=C1)C=CC=1C=C(OCCCC(=O)OCC)C=CC1 (ethyl 4-(3-(2-(7-bromo-quinolin-2-yl)ethenyl)phenoxy)butanoate). As a reaction SMILES: [Br:1][C:2]1[CH:11]=[C:10]2[C:5]([CH:6]=[CH:7][C:8]([C:12]#[C:13][C:14]3[CH:15]=[C:16]([OH:20])[CH:17]=[CH:18][CH:19]=3)=[N:9]2)=[CH:4][CH:3]=1.C(=O)([O-])[O-].[K+].[K+].I[CH2:28][CH2:29][CH2:30][C:31]([O:33][CH2:34][CH3:35])=[O:32]>C(C(C)=O)C>[Br:1][C:2]1[CH:11]=[C:10]2[C:5]([CH:6]=[CH:7][C:8]([CH:12]=[CH:13][C:14]3[CH:15]=[C:16]([CH:17]=[CH:18][CH:19]=3)[O:20][CH2:28][CH2:29][CH2:30][C:31]([O:33][CH2:34][CH3:35])=[O:32])=[N:9]2)=[CH:4][CH:3]=1 |f:1.2.3|. Reported procedure: A solution of the phenol from Step 3 (470 mg), methyl ethyl ketone (10 mL), milled potassium carbonate (600 mg) and ethyl 4-iodo-butyrate (421 mg) was refluxed overnight The solids were filtered, and the filtrate was evaporated. The residue was purified by flash chromatography using toluene-ethyl acetate (10:0.3) to afford the title product as yellow solid: m.p. 61°-63° C.